This data is from the Open Reaction Database (ORD), a public repository of structured organic reaction records. The task is: describe an organic reaction: reactants, conditions, products, and yield Starting materials: N1=C(C=CC=C1)CCCN1C(C2=CC=CC=C2C1=O)=O (2-(3-pyridin-2-yl-propyl)isoindole-1,3-dione), NN (hydrazine). Solvent: CO (MeOH). Conditions: time 12 hour. Product: N1=C(C=CC=C1)CCCN (3-Pyridin-2-yl-propylamine). Isolated yield 129.6%. RXN SMILES: [N:1]1[CH:6]=[CH:5][CH:4]=[CH:3][C:2]=1[CH2:7][CH2:8][CH2:9][N:10]1C(=O)C2C(=CC=CC=2)C1=O.NN>CO>[N:1]1[CH:6]=[CH:5][CH:4]=[CH:3][C:2]=1[CH2:7][CH2:8][CH2:9][NH2:10]. Procedure: Place 2-(3-pyridin-2-yl-propyl)isoindole-1,3-dione (7.0 g, 26.0 mmol) in a flask and add a solution of hydrazine (4.0 mL) in MeOH (200 mL). After 12 hours, filter the mixture and concentrate the filtrate, titrate with methylene chloride, and filter a second time. Perform flash chromatography on silica gel eluting with 80:18:2 CHCl3/MeOH/concentrated NH4OH to afford the title compound as a brown oil (4.59 g) MS: m/e=137 (MH+).